This data is from the Open Reaction Database (ORD), a public repository of structured organic reaction records. The task is: describe an organic reaction: reactants, conditions, products, and yield Starting materials: CN1CCC(=O)C1=O, O=N[O-], [Na+], O. Product: CN1CC(=NO)C(=O)C1=O. Reaction SMILES: [CH3:5][N:6]1[C:7](=[O:12])[C:8](=[O:11])[CH2:9][CH2:10]1.[N:1](=[O:2])[O-:3].[Na+:4].[OH2:13]>>[N:1]([OH:3])=[C:9]1[C:8](=[O:11])[C:7](=[O:12])[N:6]([CH3:5])[CH2:10]1. Reactants: [OH-].[Na+] (sodium hydroxide), C(C)N(C(C)C)C(C)C (N-ethyldiisopropylamine), C(C)S(=O)(=O)Cl (ethane sulfonylchloride), C(C)N(C(C)C)C(C)C (N-ethyldiisopropylamine), C(C)S(=O)(=O)Cl (ethane sulfonylchloride), S1C2=C(C=C1)C(=CC=C2)N2CCN(CC2)CCCOC2=C(C=C(C=C2C)N)OC (4-[3-(4-benzo[b]thiophen-4-yl-piperazin-1-yl)propoxy]-3-methoxy-5-methylphenylamine). Solvent: C(C)O (ethanol), ClCCl (dichloromethane), ClCCl (Dichloromethane). Reaction conditions: time 1 hour. Yields the product Cl.S1C2=C(C=C1)C(=CC=C2)N2CCN(CC2)CCCOC2=C(C=C(C=C2C)NS(=O)(=O)CC)OC (ethanesulfonic acid {4-[3-(4-benzo[b]thiophen-4-yl-piperazin-1-yl)propoxy]-3-methoxy-5-methyl-phenyl}amide hydrochloride). Isolated yield 83.9%. RXN SMILES: [S:1]1[CH:5]=[CH:4][C:3]2[C:6]([N:10]3[CH2:15][CH2:14][N:13]([CH2:16][CH2:17][CH2:18][O:19][C:20]4[C:25]([CH3:26])=[CH:24][C:23]([NH2:27])=[CH:22][C:21]=4[O:28][CH3:29])[CH2:12][CH2:11]3)=[CH:7][CH:8]=[CH:9][C:2]1=2.C(N(C(C)C)C(C)C)C.[CH2:39]([S:41]([Cl:44])(=[O:43])=[O:42])[CH3:40].[OH-].[Na+]>ClCCl.C(O)C>[ClH:44].[S:1]1[CH:5]=[CH:4][C:3]2[C:6]([N:10]3[CH2:11][CH2:12][N:13]([CH2:16][CH2:17][CH2:18][O:19][C:20]4[C:25]([CH3:26])=[CH:24][C:23]([NH:27][S:41]([CH2:39][CH3:40])(=[O:43])=[O:42])=[CH:22][C:21]=4[O:28][CH3:29])[CH2:14][CH2:15]3)=[CH:7][CH:8]=[CH:9][C:2]1=2 |f:3.4,7.8|. Procedure details: A dichloromethane solution (4 ml) of 4-[3-(4-benzo[b]thiophen-4-yl-piperazin-1-yl)propoxy]-3-methoxy-5-methylphenylamine (0.2 g, 0.49 mmol) was cooled on ice. To this, N-ethyldiisopropylamine (0.15 ml, 0.87 mmol) and ethane sulfonylchloride (0.07 ml, 0.73 mmol) were added and the mixture was stirred at room temperature for one hour. Further, N-ethyldiisopropylamine (0.15 ml, 0.87 mmol) and ethane sulfonylchloride (0.07 ml, 0.73 mmol) were added and the mixture was stirred at room temperature for... Starting materials: [Na] (sodium), C(C1=CC=CC=C1)O (benzyl alcohol), ClC1=NC(=C(C(=N1)Cl)C(C)C)OC1=CC(=CC(=C1)C)C1OCCO1 (2,4-Dichloro-6-(3-[1,3]dioxolan-2-yl-5-methyl-phenoxy)-5-isopropyl-pyrimidine), C(C1=CC=CC=C1)O (benzyl alcohol). Reaction conditions: time 1 hour. Yields the product C(C1=CC=CC=C1)OC1=NC(=C(C(=N1)OCC1=CC=CC=C1)C(C)C)OC1=CC(=CC(=C1)C)C1OCCO1 (2,4-Bis-benzyloxy-6-(3-[1,3]dioxolan-2-yl-5-methyl-phenoxy)-5-isopropyl-pyrimidine). Yield: 57.0%. As a reaction SMILES: [Na].Cl[C:3]1[N:8]=[C:7](Cl)[C:6]([CH:10]([CH3:12])[CH3:11])=[C:5]([O:13][C:14]2[CH:19]=[C:18]([CH3:20])[CH:17]=[C:16]([CH:21]3[O:25][CH2:24][CH2:23][O:22]3)[CH:15]=2)[N:4]=1.[CH2:26]([OH:33])[C:27]1[CH:32]=[CH:31][CH:30]=[CH:29][CH:28]=1>>[CH2:26]([O:33][C:3]1[N:8]=[C:7]([O:22][CH2:21][C:16]2[CH:17]=[CH:18][CH:19]=[CH:14][CH:15]=2)[C:6]([CH:10]([CH3:12])[CH3:11])=[C:5]([O:13][C:14]2[CH:19]=[C:18]([CH3:20])[CH:17]=[C:16]([CH:21]3[O:25][CH2:24][CH2:23][O:22]3)[CH:15]=2)[N:4]=1)[C:27]1[CH:32]=[CH:31][CH:30]=[CH:29][CH:28]=1 |^1:0|. Procedure: To a stirred anhydrous benzyl alcohol (10 ml) under nitrogen atmosphere at room temperature, was added sodium metal (285 mg, 12.41 mmol). After 1 hr., (7) (1.91 g, 5.17 mmol) in anhydrous benzyl alcohol (7 ml) was added. After stirring for overnight at room temperature, the mixture was evaporated in vacuo. The residue was dissolved in dichloromethane, filtered through a celite pad and the pad was washed with dichloromethane. The combined filtrate was then evaporated in vacuo and the residue was ... Reactants: N1(N=CC=C1)C1=CC=C(C#N)C=C1 (4-(1H-pyrazol-1-yl)benzonitrile), [H-].[H-].[H-].[H-].[Li+].[Al+3] (LiAlH4). Solvent: O1CCCC1 (tetrahydrofuran). Reaction conditions: temperature 0 celsius. Product: N1(N=CC=C1)C1=CC=C(C=C1)CN ((4-(1H-pyrazol-1-yl)phenyl)methanamine). Isolated yield 0.1%. As a reaction SMILES: [N:1]1([C:6]2[CH:13]=[CH:12][C:9]([C:10]#[N:11])=[CH:8][CH:7]=2)[CH:5]=[CH:4][CH:3]=[N:2]1.[H-].[H-].[H-].[H-].[Li+].[Al+3]>O1CCCC1>[N:1]1([C:6]2[CH:13]=[CH:12][C:9]([CH2:10][NH2:11])=[CH:8][CH:7]=2)[CH:5]=[CH:4][CH:3]=[N:2]1 |f:1.2.3.4.5.6|. Procedure: Into a 50-mL 3-necked round-bottom flask purged and maintained with an inert atmosphere of nitrogen, was placed tetrahydrofuran (15 mL). This was followed by dropwise addition of a 4-(1H-pyrazol-1-yl)benzonitrile (250 mg, 1.48 mmol, 1.00 equiv) in tetrahydrofuran (5 mL) with stirring at 0° C. To this was added LiAlH4 (337 mg, 8.87 mmol, 6.00 equiv). The resulting solution was stirred for 3 h at room temperature. The reaction was then quenched by the addition of NaOH (15%, aq). The resulting solu...